The task is: describe an organic reaction: reactants, conditions, products, and yield. This data is from the Open Reaction Database (ORD), a public repository of structured organic reaction records. The reactants are C#CCOC, CCNCC, CN1Cc2c(I)ncn2-c2cccc(Cl)c2C1=O, [Cu]I, Cl[Pd]Cl, c1ccc(P(c2ccccc2)c2ccccc2)cc1, c1ccc(P(c2ccccc2)c2ccccc2)cc1. The product is COCC#Cc1ncn2c1CN(C)C(=O)c1c(Cl)cccc1-2. RXN SMILES: [CH2:19]([C:20]#[CH:21])[O:22][CH3:23].[CH2:24]([NH:25][CH2:26][CH3:27])[CH3:28].[Cl:1][c:2]1[cH:3][cH:4][cH:5][c:6]2[c:7]1[C:8](=[O:18])[N:9]([CH3:17])[CH2:10][c:11]1[n:12]-2[cH:13][n:14][c:15]1[I:16].[Cu:70][I:71].[Pd:29]([Cl:30])[Cl:31].[c:32]1([P:33]([c:34]2[cH:35][cH:36][cH:37][cH:38][cH:39]2)[c:40]2[cH:41][cH:42][cH:43][cH:44][cH:45]2)[cH:46][cH:47][cH:48][cH:49][cH:50]1.[c:51]1([P:52]([c:53]2[cH:54][cH:55][cH:56][cH:57][cH:58]2)[c:59]2[cH:60][cH:61][cH:62][cH:63][cH:64]2)[cH:65][cH:66][cH:67][cH:68][cH:69]1>>[Cl:1][c:2]1[cH:3][cH:4][cH:5][c:6]2[c:7]1[C:8](=[O:18])[N:9]([CH3:17])[CH2:10][c:11]1[n:12]-2[cH:13][n:14][c:15]1[C:21]#[C:20][CH2:19][O:22][CH3:23].